Dataset: the Open Reaction Database (ORD), a public repository of structured organic reaction records. Task: describe an organic reaction: reactants, conditions, products, and yield Reactants: BrCC(=O)C1=CC=C(C=C1)Cl (2-bromo-4'-chloroacetophenone), O=C(COC=1C=CC=C2C=CC=NC12)C (8-(2-oxopropoxy)quinoline). Yields the product ClC1=CC=C(C=C1)C(COC=1C=CC=C2C=CC=NC12)=O (8-(2-(p-Chlorophenyl)-2-oxoethoxy)quinoline). Yield: 76.0%. As a reaction SMILES: Br[CH2:2][C:3]([C:5]1[CH:10]=[CH:9][C:8]([Cl:11])=[CH:7][CH:6]=1)=[O:4].O=C(C)C[O:15][C:16]1[CH:17]=[CH:18][CH:19]=[C:20]2[C:25]=1[N:24]=[CH:23][CH:22]=[CH:21]2>>[Cl:11][C:8]1[CH:9]=[CH:10][C:5]([C:3](=[O:4])[CH2:2][O:15][C:16]2[CH:17]=[CH:18][CH:19]=[C:20]3[C:25]=2[N:24]=[CH:23][CH:22]=[CH:21]3)=[CH:6][CH:7]=1. Procedure: 8-(2-(p-Chlorophenyl)-2-oxoethoxy)quinoline (9a) was prepared from 2-bromo-4'-chloroacetophenone by the same procedure as 7a in 76% yield. mp: 111°-112° C.; 1H -NMR (CDCl3): δ5.56 (s, 2H, OCH2), 6.96-8.96 (m, 10 H, Ar--H). The reactants are Cc1ccccc1, ClCCl, CC(C)(C)OC(=O)C(Cc1ccc(OCCCC(=O)NC2=NCCCN2)cc1)Nc1nnnn1Cc1ccccc1, O=C(O)C(F)(F)F. Yields the product O=C(CCCOc1ccc(CC(Nc2nnnn2Cc2ccccc2)C(=O)O)cc1)NC1=NCCCN1. Reaction SMILES: [CH3:49][c:50]1[cH:51][cH:52][cH:53][cH:54][cH:55]1.[Cl:56][CH2:57][Cl:58].[O:8]=[C:9]([CH2:10][CH2:11][CH2:12][O:13][c:14]1[cH:15][cH:16][c:17]([CH2:18][CH:19]([NH:20][c:21]2[n:22][n:23][n:24][n:25]2[CH2:26][c:27]2[cH:28][cH:29][cH:30][cH:31][cH:32]2)[C:33](=[O:34])[O:35][C:36]([CH3:37])([CH3:38])[CH3:39])[cH:40][cH:41]1)[NH:42][C:43]1=[N:48][CH2:47][CH2:46][CH2:45][NH:44]1.[OH:1][C:2]([C:3]([F:4])([F:5])[F:6])=[O:7]>>[O:8]=[C:9]([CH2:10][CH2:11][CH2:12][O:13][c:14]1[cH:15][cH:16][c:17]([CH2:18][CH:19]([NH:20][c:21]2[n:22][n:23][n:24][n:25]2[CH2:26][c:27]2[cH:28][cH:29][cH:30][cH:31][cH:32]2)[C:33](=[O:34])[OH:35])[cH:40][cH:41]1)[NH:42][C:43]1=[N:48][CH2:47][CH2:46][CH2:45][NH:44]1. Starting materials: CC1=C(C#N)C(c2ccc(C#N)cc2)n2nc(N(CC(C)C)C(=O)OCc3ccccc3)nc2N1c1cccc(C(F)(F)F)c1, CO. Product: CC1=C(C#N)C(c2ccc(C#N)cc2)n2nc(NCC(C)C)nc2N1c1cccc(C(F)(F)F)c1. RXN SMILES: [CH2:1]([O:2][C:3](=[O:4])[N:10]([CH2:11][CH:12]([CH3:13])[CH3:14])[c:15]1[n:16][n:17]2[c:18]([n:44]1)[N:19]([c:34]1[cH:35][c:36]([C:40]([F:41])([F:42])[F:43])[cH:37][cH:38][cH:39]1)[C:20]([CH3:33])=[C:21]([C:31]#[N:32])[CH:22]2[c:23]1[cH:24][cH:25][c:26]([C:29]#[N:30])[cH:27][cH:28]1)[c:5]1[cH:6][cH:7][cH:8][cH:9][cH:45]1.[CH3:46][OH:47]>>[NH:10]([CH2:11][CH:12]([CH3:13])[CH3:14])[c:15]1[n:16][n:17]2[c:18]([n:44]1)[N:19]([c:34]1[cH:35][c:36]([C:40]([F:41])([F:42])[F:43])[cH:37][cH:38][cH:39]1)[C:20]([CH3:33])=[C:21]([C:31]#[N:32])[CH:22]2[c:23]1[cH:24][cH:25][c:26]([C:29]#[N:30])[cH:27][cH:28]1. The reactants are [BH4-], CC(C)(C)c1ccc(C=O)cc1, CCCCN, CO, Cl, [Na+]. Product: CCCCNCc1ccc(C(C)(C)C)cc1. RXN SMILES: [BH4-:18].[C:1]([CH3:2])([CH3:3])([CH3:4])[c:5]1[cH:6][cH:7][c:8]([CH:9]=[O:10])[cH:11][cH:12]1.[CH2:13]([CH2:14][CH2:15][CH3:16])[NH2:17].[CH3:21][OH:22].[ClH:20].[Na+:19]>>[C:1]([CH3:2])([CH3:3])([CH3:4])[c:5]1[cH:6][cH:7][c:8]([CH2:9][NH:17][CH2:13][CH2:14][CH2:15][CH3:16])[cH:11][cH:12]1.